Dataset: the Open Reaction Database (ORD), a public repository of structured organic reaction records. Task: describe an organic reaction: reactants, conditions, products, and yield Starting materials: BrC1=NN=C2N1CCN(C2)C(=O)OC(C)(C)C (tert-butyl 3-bromo-5,6-dihydro-[1,2,4]triazolo[4,3-a]pyrazine-7(8H)-carboxylate), C(=O)(C(F)(F)F)O (TFA). The solvent is C(Cl)Cl (DCM). Reaction conditions: time 16 hour. The product is BrC1=NN=C2N1CCNC2 (3-bromo-5,6,7,8-tetrahydro-[1,2,4]triazolo[4,3-a]pyrazine). Isolated yield 83.0%. RXN SMILES: [Br:1][C:2]1[N:6]2[CH2:7][CH2:8][N:9](C(OC(C)(C)C)=O)[CH2:10][C:5]2=[N:4][N:3]=1.C(O)(C(F)(F)F)=O>C(Cl)Cl>[Br:1][C:2]1[N:6]2[CH2:7][CH2:8][NH:9][CH2:10][C:5]2=[N:4][N:3]=1. Procedure details: To a solution of tert-butyl 3-bromo-5,6-dihydro-[1,2,4]triazolo[4,3-a]pyrazine-7(8H)-carboxylate (52 mg, 0.172 mmol) in DCM (6 mL) at 0° C. was added TFA (0.26 mL). The reaction was stirred at room temperature for 16 hours before concentrating in vacuo. The residue was purified by elution through an SCX-2 column using 2M NH3/MeOH to give the title compound as yellow solid (29 mg, 83%). Starting materials: FC1=C(N=CN1COCC[Si](C)(C)C)CO ([5-fluoro-1-(2-trimethylsilanyl-ethoxymethyl)-1H-imidazol-4-yl]-methanol). Reagents/catalysts: O=[Mn]=O (MnO2). The solvent is ClCCl (dichloromethane). Conditions: time 18 hour. Product: FC1=C(N=CN1COCC[Si](C)(C)C)C=O (5-fluoro-1-(2-trimethylsilanyl-ethoxymethyl)-1H-imidazole-4-carbaldehyde). The yield is 77.9%. Reaction SMILES: [F:1][C:2]1[N:6]([CH2:7][O:8][CH2:9][CH2:10][Si:11]([CH3:14])([CH3:13])[CH3:12])[CH:5]=[N:4][C:3]=1[CH2:15][OH:16]>ClCCl.O=[Mn]=O>[F:1][C:2]1[N:6]([CH2:7][O:8][CH2:9][CH2:10][Si:11]([CH3:12])([CH3:14])[CH3:13])[CH:5]=[N:4][C:3]=1[CH:15]=[O:16]. Procedure: To a stirred solution of [5-fluoro-1-(2-trimethylsilanyl-ethoxymethyl)-1H-imidazol-4-yl]-methanol (339 mg) at room temperature in dichloromethane (15 ml) under an argon atmosphere was added MnO2 (1.20 g). The black suspension was heated to reflux and stirring at that temperature was continued for 18 hours, then was cooled to room temperature and filtered. The resulting cake was washed with dichloromethane. The filtrate was concentrated to leave 5-fluoro-1-(2-trimethylsilanyl-ethoxymethyl)-1H-imi... Reactants: NC=1C=C(C=CC1)C1=NN2C(=NC(=CC2=O)N2CCN(CC2)C(=O)OC(C)(C)C)S1 (tert-butyl 4-(2-(3-aminophenyl)-5-oxo-5H-[1,3,4]thiadiazolo[3,2-a]pyrimidin-7-yl)piperazine-1-carboxylate), C(=O)(OC(C)(C)C)NCC(=O)O (Boc-glycine), C(CCl)Cl (EDC). Solvent: CN(C)C=O (DMF), O (water), C(C)(=O)OCC (ethyl acetate). Reaction conditions: time 24 hour. The product is C(C)(C)(C)OC(=O)NCC(=O)NC=1C=C(C=CC1)C1=NN2C(=NC(=CC2=O)N2CCN(CC2)C(=O)OC(C)(C)C)S1 (tert-butyl 4-(2-(3-(2-(tert-butoxycarbonylamino)acetamido)phenyl)-5-oxo-5H-[1,3,4]thiadiazolo[3,2-a]pyrimidin-7-yl)piperazine-1-carboxylate). Reaction SMILES: [NH2:1][C:2]1[CH:3]=[C:4]([C:8]2[S:30][C:11]3=[N:12][C:13]([N:17]4[CH2:22][CH2:21][N:20]([C:23]([O:25][C:26]([CH3:29])([CH3:28])[CH3:27])=[O:24])[CH2:19][CH2:18]4)=[CH:14][C:15](=[O:16])[N:10]3[N:9]=2)[CH:5]=[CH:6][CH:7]=1.[C:31]([NH:38][CH2:39][C:40](O)=[O:41])([O:33][C:34]([CH3:37])([CH3:36])[CH3:35])=[O:32].C(Cl)CCl>CN(C=O)C.O.C(OCC)(=O)C>[C:34]([O:33][C:31]([NH:38][CH2:39][C:40]([NH:1][C:2]1[CH:3]=[C:4]([C:8]2[S:30][C:11]3=[N:12][C:13]([N:17]4[CH2:18][CH2:19][N:20]([C:23]([O:25][C:26]([CH3:27])([CH3:29])[CH3:28])=[O:24])[CH2:21][CH2:22]4)=[CH:14][C:15](=[O:16])[N:10]3[N:9]=2)[CH:5]=[CH:6][CH:7]=1)=[O:41])=[O:32])([CH3:37])([CH3:36])[CH3:35]. Procedure details: Crude tert-butyl 4-(2-(3-aminophenyl)-5-oxo-5H-[1,3,4]thiadiazolo[3,2-a]pyrimidin-7-yl)piperazine-1-carboxylate (60 mg, 0.140 mmol) is taken up in DMF (1.5 mL) and to it is added the Boc-glycine (37 mg, 0.210 mmol) then EDC (40.3 mg, 0.210 mmol). The mixture is stirred at room temperature for 24 hours and the reaction mixture is then taken up in water and ethyl acetate. The layers are separated and the aqueous layer is extracted with ethyl acetate. The combined organic extracts are then washed w... Starting materials: Cc1cccc(Cl)c1N=C=S, NCC(N)=O. The product is Cc1cccc(Cl)c1NC(=S)NCC(N)=O. Reaction SMILES: [Cl:1][c:2]1[c:3]([N:9]=[C:10]=[S:11])[c:4]([CH3:8])[cH:5][cH:6][cH:7]1.[NH2:12][CH2:13][C:14]([NH2:15])=[O:16]>>[Cl:1][c:2]1[c:3]([NH:9][C:10](=[S:11])[NH:12][CH2:13][C:14]([NH2:15])=[O:16])[c:4]([CH3:8])[cH:5][cH:6][cH:7]1. The reactants are O=C([O-])[O-], CCCC1(C)C(=O)N(CCl)S(=O)(=O)N1C, [K+], [K+], CN(C)C=O, O=C(O)c1c(Cl)cccc1Cl. Yields the product CCCC1(C)C(=O)N(COC(=O)c2c(Cl)cccc2Cl)S(=O)(=O)N1C. RXN SMILES: [C:12](=[O:13])([O-:14])[O-:15].[Cl:18][CH2:19][N:20]1[S:21](=[O:31])(=[O:32])[N:22]([CH3:30])[C:23]([CH2:26][CH2:27][CH3:28])([CH3:29])[C:24]1=[O:25].[K+:16].[K+:17].[O:33]=[CH:34][N:35]([CH3:36])[CH3:37].[OH:1][C:2](=[O:3])[c:4]1[c:5]([Cl:6])[cH:7][cH:8][cH:9][c:10]1[Cl:11]>>[O:1]([C:2](=[O:3])[c:4]1[c:5]([Cl:6])[cH:7][cH:8][cH:9][c:10]1[Cl:11])[CH2:19][N:20]1[S:21](=[O:31])(=[O:32])[N:22]([CH3:30])[C:23]([CH2:26][CH2:27][CH3:28])([CH3:29])[C:24]1=[O:25].